Dataset: the Open Reaction Database (ORD), a public repository of structured organic reaction records. Task: describe an organic reaction: reactants, conditions, products, and yield Starting materials: CC(C)(C)OC(=O)N1CCC(C#N)CC1, C1CCOC1, C[Si](C)(C)[N-][Si](C)(C)C, CI, [Li+], O. The product is CC1(C#N)CCN(C(=O)OC(C)(C)C)CC1. Reaction SMILES: [C:1](#[N:2])[CH:3]1[CH2:4][CH2:5][N:6]([C:9](=[O:10])[O:11][C:12]([CH3:13])([CH3:14])[CH3:15])[CH2:7][CH2:8]1.[CH2:29]1[O:30][CH2:31][CH2:32][CH2:33]1.[CH3:16][Si:17]([N-:18][Si:19]([CH3:20])([CH3:21])[CH3:22])([CH3:23])[CH3:24].[I:26][CH3:27].[Li+:25].[OH2:28]>>[C:1](#[N:2])[C:3]1([CH3:16])[CH2:4][CH2:5][N:6]([C:9](=[O:10])[O:11][C:12]([CH3:13])([CH3:14])[CH3:15])[CH2:7][CH2:8]1. Starting materials: CN1C(=O)C(CC(N)C(=O)O)c2ccccc21, CN1CCCC1=O, O=C(c1ccc(Cl)cc1)n1c(=S)oc2ccccc21. The product is CN1C(=O)C(CC(NC(=O)c2ccc(Cl)cc2)C(=O)O)c2ccccc21. Reaction SMILES: [CH3:1][N:2]1[C:3](=[O:17])[CH:4]([CH2:11][CH:12]([C:13](=[O:14])[OH:15])[NH2:16])[c:5]2[cH:6][cH:7][cH:8][cH:9][c:10]21.[CH3:37][N:38]1[CH2:39][CH2:40][CH2:41][C:42]1=[O:43].[Cl:18][c:19]1[cH:20][cH:21][c:22]([C:23](=[O:24])[n:25]2[c:26]3[cH:27][cH:28][cH:29][cH:30][c:31]3[o:32][c:33]2=[S:34])[cH:35][cH:36]1>>[CH3:1][N:2]1[C:3](=[O:17])[CH:4]([CH2:11][CH:12]([C:13](=[O:14])[OH:15])[NH:16][C:23]([c:22]2[cH:21][cH:20][c:19]([Cl:18])[cH:36][cH:35]2)=[O:24])[c:5]2[cH:6][cH:7][cH:8][cH:9][c:10]21. Reactants: CCOCC, ClCCl, C[Si](C)(C)C#CC1(Cc2ccccc2)C=CC(=O)CC1, C[O-], CCOC=O, [Na+], c1ccccc1. Product: C[Si](C)(C)C#CC1(Cc2ccccc2)C=CC(=O)C(=CO)C1. Reaction SMILES: [CH2:35]([O:36][CH2:37][CH3:38])[CH3:39].[CH2:40]([Cl:41])[Cl:42].[CH2:9]([c:10]1[cH:11][cH:12][cH:13][cH:14][cH:15]1)[C:16]1([C:23]#[C:24][Si:25]([CH3:26])([CH3:27])[CH3:28])[CH:17]=[CH:18][C:19](=[O:22])[CH2:20][CH2:21]1.[CH3:6][O-:7].[CH:1](=[O:2])[O:3][CH2:4][CH3:5].[Na+:8].[cH:29]1[cH:30][cH:31][cH:32][cH:33][cH:34]1>>[CH:1]([OH:2])=[C:20]1[C:19](=[O:22])[CH:18]=[CH:17][C:16]([CH2:9][c:10]2[cH:11][cH:12][cH:13][cH:14][cH:15]2)([C:23]#[C:24][Si:25]([CH3:26])([CH3:27])[CH3:28])[CH2:21]1. Reactants: C(CCC)OCCOC1=CC=C(C=C1)C=1C=CC2=C(C=C(CCN2C2=CC=CC=C2)C(=O)OC)C1 (methyl 7-[4-(2-butoxyethoxy)phenyl]-1-phenyl-2,3-dihydro-1H-1-benzazepine-4-carboxylate), [OH-].[Na+] (sodium hydroxide). Run in CO (methanol), C1CCOC1 (THF). Run at time 8 hour. The product is C(CCC)OCCOC1=CC=C(C=C1)C=1C=CC2=C(C=C(CCN2C2=CC=CC=C2)C(=O)O)C1 (7-[4-(2-butoxyethoxy)phenyl]-1-phenyl-2,3-dihydro-1H-1-benzazepine-4-carboxylic acid). Isolated yield 75.2%. As a reaction SMILES: [CH2:1]([O:5][CH2:6][CH2:7][O:8][C:9]1[CH:14]=[CH:13][C:12]([C:15]2[CH:16]=[CH:17][C:18]3[N:24]([C:25]4[CH:30]=[CH:29][CH:28]=[CH:27][CH:26]=4)[CH2:23][CH2:22][C:21]([C:31]([O:33]C)=[O:32])=[CH:20][C:19]=3[CH:35]=2)=[CH:11][CH:10]=1)[CH2:2][CH2:3][CH3:4].[OH-].[Na+]>CO.C1COCC1>[CH2:1]([O:5][CH2:6][CH2:7][O:8][C:9]1[CH:14]=[CH:13][C:12]([C:15]2[CH:16]=[CH:17][C:18]3[N:24]([C:25]4[CH:30]=[CH:29][CH:28]=[CH:27][CH:26]=4)[CH2:23][CH2:22][C:21]([C:31]([OH:33])=[O:32])=[CH:20][C:19]=3[CH:35]=2)=[CH:11][CH:10]=1)[CH2:2][CH2:3][CH3:4] |f:1.2|. Reported procedure: In methanol (25 ml) and THF (25 ml) was dissolved methyl 7-[4-(2-butoxyethoxy)phenyl]-1-phenyl-2,3-dihydro-1H-1-benzazepine-4-carboxylate (0.37 g). To the solution was added 1N sodium hydroxide solution (7.5 ml), and the mixture was stirred at room temperature overnight, concentrated, neutralized with 1N hydrochloric acid and extracted with ethyl acetate. The organic layer was washed with water and saturated brine and dried with anhydrous magnesium sulfate. The solvent was evaporated to give 7-[... Starting materials: BrC=1C=C(C=NC1Cl)C(=O)O (5-bromo-6-chloro-3-pyridinecarboxylic acid), ClC1=CC=C(C=C1)B(O)O ((4-chloro-phenyl)-boronic acid), Cl.N[C@H]1[C@@H](CCCC1)O ((1R,2R)-2-amino-cyclohexanol hydrochloride). Solvent: CC(CO)C (2-methyl-propanol). The product is ClC1=CC=C(C=C1)C=1C(=NC=C(C(=O)N[C@H]2[C@@H](CCCC2)O)C1)OCC(C)C (5-(4-chloro-phenyl)-N-((1R,2R)-2-hydroxy-cyclohexyl)-6-isobutoxy-nicotinamide). Reaction SMILES: Br[C:2]1[CH:3]=[C:4]([C:9]([OH:11])=O)[CH:5]=[N:6][C:7]=1Cl.[Cl:12][C:13]1[CH:18]=[CH:17][C:16](B(O)O)=[CH:15][CH:14]=1.Cl.[NH2:23][C@@H:24]1[CH2:29][CH2:28][CH2:27][CH2:26][C@H:25]1[OH:30]>CC(C)CO>[Cl:12][C:13]1[CH:18]=[CH:17][C:16]([C:2]2[C:7]([O:11][CH2:9][CH:4]([CH3:5])[CH3:3])=[N:6][CH:5]=[C:4]([CH:3]=2)[C:9]([NH:23][C@@H:24]2[CH2:29][CH2:28][CH2:27][CH2:26][C@H:25]2[OH:30])=[O:11])=[CH:15][CH:14]=1 |f:2.3|. Procedure: The title compound was synthesized in analogy to Example 75, using 5-bromo-6-chloro-3-pyridinecarboxylic acid, 2-methyl-propanol, (4-chloro-phenyl)-boronic acid and (1R,2R)-2-amino-cyclohexanol hydrochloride as starting materials to yield 5-(4-chloro-phenyl)-N-((1R,2R)-2-hydroxy-cyclohexyl)-6-isobutoxy-nicotinamide. MS (ISP) 403.4 (M+H)+. Starting materials: CC(C)(Cc1cccc(C(=O)NCCc2cccc(F)c2)c1)NCC(O[Si](C)(C)C(C)(C)C)c1ccc(O)c(CO)c1, CO, [F-], [NH4+], O. As a reaction SMILES: [C:1]([Si:2]([CH3:3])([CH3:4])[O:6][CH:7]([CH2:8][NH:9][C:10]([CH2:11][c:12]1[cH:13][c:14]([C:15](=[O:16])[NH:17][CH2:18][CH2:19][c:20]2[cH:21][c:22]([F:26])[cH:23][cH:24][cH:25]2)[cH:27][cH:28][cH:29]1)([CH3:30])[CH3:31])[c:32]1[cH:33][c:34]([CH2:39][OH:40])[c:35]([OH:38])[cH:36][cH:37]1)([CH3:5])([CH3:41])[CH3:42].[CH3:45][OH:46].[F-:43].[NH4+:44].[OH2:47]>>[OH:6][CH:7]([CH2:8][NH:9][C:10]([CH2:11][c:12]1[cH:13][c:14]([C:15](=[O:16])[NH:17][CH2:18][CH2:19][c:20]2[cH:21][c:22]([F:26])[cH:23][cH:24][cH:25]2)[cH:27][cH:28][cH:29]1)([CH3:30])[CH3:31])[c:32]1[cH:33][c:34]([CH2:39][OH:40])[c:35]([OH:38])[cH:36][cH:37]1. Product: CC(C)(Cc1cccc(C(=O)NCCc2cccc(F)c2)c1)NCC(O)c1ccc(O)c(CO)c1.